From a dataset of the Open Reaction Database (ORD), a public repository of structured organic reaction records. describe an organic reaction: reactants, conditions, products, and yield Reactants: C(C)(=O)OCC (Ethyl acetate), FC(C(=O)NC=1SC=C(N1)C(C(=O)NC1[C@@H]2N(C(=CCS2)C(=O)O)C1=O)=NOCC1=C(C=C(C=C1)Cl)Cl)(F)F (7-[2-[2-(2,2,2-trifluoroacetamido)thiazol-4-yl]-2-(2,4-dichlorobenzyloxyimino)acetamido]-3-cephem-4-carboxylic acid), O1CCCC1 (tetrahydrofuran), C(C)(=O)[O-].[Na+] (sodium acetate). The solvent is O (water), O (water). Conditions: time 5 day. Product: NC=1SC=C(N1)C(C(=O)NC1[C@@H]2N(C(=CCS2)C(=O)O)C1=O)=NOCC1=C(C=C(C=C1)Cl)Cl (7-[2-(2-aminothiazol-4-yl)-2-(2,4-dichlorobenzyloxyimino)-acetamido]-3-cephem-4-carboxylic acid). Isolated yield 17.7%. As a reaction SMILES: FC(F)(F)C([NH:5][C:6]1[S:7][CH:8]=[C:9]([C:11](=[N:27][O:28][CH2:29][C:30]2[CH:35]=[CH:34][C:33]([Cl:36])=[CH:32][C:31]=2[Cl:37])[C:12]([NH:14][CH:15]2[C:25](=[O:26])[N:17]3[C:18]([C:22]([OH:24])=[O:23])=[CH:19][CH2:20][S:21][C@H:16]23)=[O:13])[N:10]=1)=O.O1CCCC1.C([O-])(=O)C.[Na+].C(OCC)(=O)C>O>[NH2:5][C:6]1[S:7][CH:8]=[C:9]([C:11](=[N:27][O:28][CH2:29][C:30]2[CH:35]=[CH:34][C:33]([Cl:36])=[CH:32][C:31]=2[Cl:37])[C:12]([NH:14][CH:15]2[C:25](=[O:26])[N:17]3[C:18]([C:22]([OH:24])=[O:23])=[CH:19][CH2:20][S:21][C@H:16]23)=[O:13])[N:10]=1 |f:2.3|. Procedure details: 7-[2-[2-(2,2,2-trifluoroacetamido)thiazol-4-yl]-2-(2,4-dichlorobenzyloxyimino)acetamido]-3-cephem-4-carboxylic acid (syn isomer, 2.0 g.) and tetrahydrofuran (30 ml.) were added to a solution of sodium acetate (4.6 g.) in water (100 ml.), and then the mixture was stirred at room temperature for 5 days. Ethyl acetate and water were added to the reaction mixture, and the aqueous layer was separated. Ethyl acetate and tetrahydrofuran were added to the aqueous solution and adjusted to pH 6.2 with 10%...